From a dataset of the Open Reaction Database (ORD), a public repository of structured organic reaction records. describe an organic reaction: reactants, conditions, products, and yield Starting materials: CC(C)(C)OC(=O)Cc1ccc(NC(=O)c2ccc3cc[nH]c3c2)cc1, CCCC[N+](CCCC)(CCCC)CCCC, Cc1ccccc1, COc1ccc(Cl)cc1S(=O)(=O)Cl, [Na+], [OH-], O, O=S(=O)([O-])O. Product: COc1ccc(Cl)cc1S(=O)(=O)n1ccc2ccc(C(=O)Nc3ccc(CC(=O)OC(C)(C)C)cc3)cc21. RXN SMILES: [C:1]([CH3:2])([CH3:3])([CH3:4])[O:5][C:6]([CH2:7][c:8]1[cH:9][cH:10][c:11]([NH:14][C:15](=[O:16])[c:17]2[cH:18][cH:19][c:20]3[cH:21][cH:22][nH:23][c:24]3[cH:25]2)[cH:12][cH:13]1)=[O:26].[CH2:55]([N+:56]([CH2:57][CH2:58][CH2:59][CH3:60])([CH2:61][CH2:62][CH2:63][CH3:64])[CH2:65][CH2:66][CH2:67][CH3:68])[CH2:69][CH2:70][CH3:71].[CH3:43][c:44]1[cH:45][cH:46][cH:47][cH:48][cH:49]1.[Cl:30][c:31]1[cH:32][cH:33][c:34]([O:41][CH3:42])[c:35]([S:37](=[O:38])(=[O:39])[Cl:40])[cH:36]1.[Na+:28].[OH-:27].[OH2:29].[S:50]([O-:51])([OH:52])(=[O:53])=[O:54]>>[C:1]([CH3:2])([CH3:3])([CH3:4])[O:5][C:6]([CH2:7][c:8]1[cH:9][cH:10][c:11]([NH:14][C:15](=[O:16])[c:17]2[cH:18][cH:19][c:20]3[cH:21][cH:22][n:23]([S:37]([c:35]4[c:34]([O:41][CH3:42])[cH:33][cH:32][c:31]([Cl:30])[cH:36]4)(=[O:38])=[O:39])[c:24]3[cH:25]2)[cH:12][cH:13]1)=[O:26]. The reactants are FC(C=1C=C(C=O)C=CC1)(F)F (3-(trifluoromethyl)benzaldehyde), CC(C(C(=O)N[C@H]1CC[C@@H]2CNC[C@@H]21)C2=CC=CC=C2)C (3-Methyl-N-[(3aR,4S,6aS)-octahydrocyclopenta[c]pyrrol-4-yl]-2-phenylbutanamide), C1(CCCCC1)C(C(=O)N[C@H]1CC[C@H]2CNC[C@H]21)C2CCCCC2 (2,2-dicyclohexyl-N-[(3aS,4S,6aR)-octahydrocyclopenta[c]pyrrol-4-yl]acetamide). Product: CC(C(C(=O)N[C@H]1CC[C@@H]2CN(C[C@@H]21)C)C2=CC=CC=C2)C (3-methyl-N-[(3aR,4S,6aS)-2-methyloctahydrocyclopenta[c]pyrrol-4-yl]-2-phenylbutanamide). As a reaction SMILES: F[C:2](F)(F)C1C=C(C=CC=1)C=O.[CH3:13][CH:14]([CH3:33])[CH:15]([C:27]1[CH:32]=[CH:31][CH:30]=[CH:29][CH:28]=1)[C:16]([NH:18][C@@H:19]1[C@@H:26]2[C@@H:22]([CH2:23][NH:24][CH2:25]2)[CH2:21][CH2:20]1)=[O:17].C1(C(C2CCCCC2)C(N[C@@H]2[C@H]3[C@H](CNC3)CC2)=O)CCCCC1>>[CH3:13][CH:14]([CH3:33])[CH:15]([C:27]1[CH:28]=[CH:29][CH:30]=[CH:31][CH:32]=1)[C:16]([NH:18][C@@H:19]1[C@@H:26]2[C@@H:22]([CH2:23][N:24]([CH3:2])[CH2:25]2)[CH2:21][CH2:20]1)=[O:17]. Procedure details: The title compound was prepared by substituting formaldehyde for 3-(trifluoromethyl)benzaldehyde and 3-methyl-N-[(3aR,4S,6aS)-octahydrocyclopenta[c]pyrrol-4-yl]-2-phenylbutanamide from Example 83 Step A for 2,2-dicyclohexyl-N-[(3aS,4S,6aR)-octahydrocyclopenta[c]pyrrol-4-yl]acetamide in the procedure described for Example 54: 1H NMR (500 MHz, pyridine-d5) δ ppm 8.55 (t, J=5.4, 1H), 7.65 (t, J=6.5, 2H), 7.34 (ddd, J=3.7, 7.6, 10.9, 2H), 7.29-7.25 (m, 1H), 4.42-4.28 (m, 1H), 3.22 (d, J=10.5, 1H), 2... The reactants are C(C1=CC=CC=C1)OC=1C(=C(C2=CC(=CC=C2C1)Br)F)N1CC(NS1(=O)=O)=O (5-(3-benzyloxy-7-bromo-1-fluoronaphthalen-2-yl)-1,1-dioxo-1,2,5-thiadiazolidin-3-one), CC1(OB(OC1(C)C)C=C)C (4,4,5,5-tetramethyl-2-vinyl-1,3,2-dioxaborolane), polystyrene tetrakis(triphenylphosphine)palladium(0), C(=O)([O-])[O-].[Na+].[Na+] (Na2CO3). The solvent is COCCOC (DME). Run at temperature 110 celsius. Product: C(C1=CC=CC=C1)OC=1C(=C(C2=CC(=CC=C2C1)C=C)F)N1CC(NS1(=O)=O)=O (5-(3-Benzyloxy-1-fluoro-7-vinylnaphthalen-2-yl)-1,1-dioxo-1,2,5-thiadiazolidin-3-one). Reaction SMILES: [CH2:1]([O:8][C:9]1[C:10]([N:21]2[S:25](=[O:27])(=[O:26])[NH:24][C:23](=[O:28])[CH2:22]2)=[C:11]([F:20])[C:12]2[C:17]([CH:18]=1)=[CH:16][CH:15]=[C:14](Br)[CH:13]=2)[C:2]1[CH:7]=[CH:6][CH:5]=[CH:4][CH:3]=1.[CH3:29][C:30]1(C)C(C)(C)OB(C=C)O1.C([O-])([O-])=O.[Na+].[Na+]>COCCOC>[CH2:1]([O:8][C:9]1[C:10]([N:21]2[S:25](=[O:27])(=[O:26])[NH:24][C:23](=[O:28])[CH2:22]2)=[C:11]([F:20])[C:12]2[C:17]([CH:18]=1)=[CH:16][CH:15]=[C:14]([CH:29]=[CH2:30])[CH:13]=2)[C:2]1[CH:7]=[CH:6][CH:5]=[CH:4][CH:3]=1 |f:2.3.4|. Procedure details: To a microwave vial is added 5-(3-benzyloxy-7-bromo-1-fluoronaphthalen-2-yl)-1,1-dioxo-1,2,5-thiadiazolidin-3-one (340 mg, 0.73 mmol) (intermediate from preparing Example 16), 4,4,5,5-tetramethyl-2-vinyl-1,3,2-dioxaborolane (0.24 mL, 1.46 mmol), polystyrene tetrakis(triphenylphosphine)palladium(0) (0.1 mmole/g) (365 mg, 0.0365 mmol), Na2CO3 (2 M, 1.83 mL, 3.65 mmol) and DME (2.5 mL). The mixture is then heated in a microwave at 110° C. for 30 min. The resin is then filtered and the residue is pu... The reactants are CN1N=C(N=C1NCCCOC1=CC(=CC=C1)CN1CCCCC1)CSCC(=O)OCC (ethyl [[[1-methyl-5-[[3-[3-(1-piperidinylmethyl)phenoxy]propyl]amino]-1H-1,2,4-triazol-3-yl]methyl]thio]acetate), CN (methylamine). Product: CNC(CSCC1=NN(C(=N1)NCCCOC1=CC(=CC=C1)CN1CCCCC1)C)=O (N-Methyl [[[1-methyl-5-[[3-[3-(1-piperidinylmethyl)phenoxy]propyl]amino]-1H-1,2,4-triazol-3-yl]methyl]thio]acetamide). RXN SMILES: [CH3:1][N:2]1[C:6]([NH:7][CH2:8][CH2:9][CH2:10][O:11][C:12]2[CH:17]=[CH:16][CH:15]=[C:14]([CH2:18][N:19]3[CH2:24][CH2:23][CH2:22][CH2:21][CH2:20]3)[CH:13]=2)=[N:5][C:4]([CH2:25][S:26][CH2:27][C:28](OCC)=[O:29])=[N:3]1.[CH3:33][NH2:34]>>[CH3:33][NH:34][C:28](=[O:29])[CH2:27][S:26][CH2:25][C:4]1[N:5]=[C:6]([NH:7][CH2:8][CH2:9][CH2:10][O:11][C:12]2[CH:17]=[CH:16][CH:15]=[C:14]([CH2:18][N:19]3[CH2:24][CH2:23][CH2:22][CH2:21][CH2:20]3)[CH:13]=2)[N:2]([CH3:1])[N:3]=1. Procedure details: A solution of ethyl [[[1-methyl-5-[[3-[3-(1-piperidinylmethyl)phenoxy]propyl]amino]-1H-1,2,4-triazol-3-yl]methyl]thio]acetate (0.4 g) in ethanolic methylamine (33%, 20 ml) under nitrogen, was heated under reflux for 30 h, cooled, evaporated in vacuo, the residue dissolved in 2N hydrochloric acid (20 ml), and washed with ethyl acetate. The acidic layer was basified with potassium carbonate extracted with ethyl acetate and the extract was dried and evaporated to give an oil (0.28 g) which was chro... The reactants are BrC=1C=C2C(=NC1)NC=C2C(=O)C2=C(C(=CC=C2)O)F ((5-bromo-1H-pyrrolo[2,3-b]pyridin-3-yl)-(2-fluoro-3-hydroxy-phenyl)-methanone), BrC=1C=C2C(=NC1)NC=C2C(=O)C2=C(C(=CC=C2)O)C ((5-Bromo-1H-pyrrolo[2,3-b]pyridin-3-yl)-(3-hydroxy-2-methyl-phenyl)-methanone), C1(=CC=CC=C1)B(O)O (phenylboronic acid), B(O)O (boronic acid). Procedure: Additional compounds were prepared following the protocol of Scheme 11, optionally replacing (5-bromo-1H-pyrrolo[2,3-b]pyridin-3-yl)-(2-fluoro-3-hydroxy-phenyl)-methanone P-0067 with (5-Bromo-1H-pyrrolo[2,3-b]pyridin-3-yl)-(3-hydroxy-2-methyl-phenyl)-methanone P-0055 (prepared as described in Example 56, Scheme 22) in Step 1 and optionally replacing phenylboronic acid with an appropriate boronic acid in Step 2. The following compounds were made following this procedure: RXN SMILES: Br[C:2]1[CH:3]=[C:4]2[C:10]([C:11]([C:13]3[CH:18]=[CH:17][CH:16]=[C:15]([OH:19])[C:14]=3[F:20])=[O:12])=[CH:9][NH:8][C:5]2=[N:6][CH:7]=1.BrC1C=C2C(C([C:33]3[CH:38]=[CH:37][CH:36]=[C:35](O)[C:34]=3C)=O)=CNC2=NC=1.C1(B(O)O)C=CC=CC=1.B(O)O>>[F:20][C:14]1[C:15]([OH:19])=[CH:16][CH:17]=[CH:18][C:13]=1[C:11]([C:10]1[C:4]2[C:5](=[N:6][CH:7]=[C:2]([C:33]3[CH:38]=[CH:37][CH:36]=[CH:35][CH:34]=3)[CH:3]=2)[NH:8][CH:9]=1)=[O:12]. Yields the product FC1=C(C=CC=C1O)C(=O)C1=CNC2=NC=C(C=C21)C2=CC=CC=C2 ((2-fluoro-3-hydroxy-phenyl)-(5-phenyl-1H-pyrrolo[2,3-b]pyridin-3-yl)-methanone). Starting materials: ClC=1C=C(OCCN(CC)CC)C=CC1[N+](=O)[O-] ([2-(3-chloro-4-nitro-phenoxy)-ethyl]diethyl-amine). Reagents/catalysts: [Ni] (Raney nickel). The solvent is CCOC(=O)C (EtOAc). Product: ClC1=C(C=CC(=C1)OCCN(CC)CC)N (2-chloro-4-(2-diethylamino-ethoxy)-phenylamine). RXN SMILES: [Cl:1][C:2]1[CH:3]=[C:4]([CH:13]=[CH:14][C:15]=1[N+:16]([O-])=O)[O:5][CH2:6][CH2:7][N:8]([CH2:11][CH3:12])[CH2:9][CH3:10]>[Ni].CCOC(C)=O>[Cl:1][C:2]1[CH:3]=[C:4]([O:5][CH2:6][CH2:7][N:8]([CH2:11][CH3:12])[CH2:9][CH3:10])[CH:13]=[CH:14][C:15]=1[NH2:16]. Procedure details: A suspension of 1.24 g (4.547 mmol) [2-(3-chloro-4-nitro-phenoxy)-ethyl]diethyl-amine (Z27a) and 300 mg Raney nickel in EtOAc was hydrogenated at RT and 3 bar. The catalyst was filtered off and the filtrate evaporated down i. vac.